Dataset: the Open Reaction Database (ORD), a public repository of structured organic reaction records. Task: describe an organic reaction: reactants, conditions, products, and yield The reactants are [N+](=O)([O-])C=1C=C(C=CC1)O (3-nitrophenol), ClS(=O)(=O)N=C=O (chlorosulfonyl isocyanate). Run in C1(=CC=CC=C1)C (toluene). Yields the product [N+](=O)([O-])C=1C=C(C=CC1)OS(N)(=O)=O (Sulfamic acid 3-nitrophenyl ester). As a reaction SMILES: [N+:1]([C:4]1[CH:5]=[C:6]([OH:10])[CH:7]=[CH:8][CH:9]=1)([O-:3])=[O:2].Cl[S:12]([N:15]=C=O)(=[O:14])=[O:13]>C1(C)C=CC=CC=1>[N+:1]([C:4]1[CH:5]=[C:6]([O:10][S:12](=[O:14])(=[O:13])[NH2:15])[CH:7]=[CH:8][CH:9]=1)([O-:3])=[O:2]. Procedure details: This compound was prepared according to the procedure used in Example 84. A mixture of 13.9 g (0.1 mole) of 3-nitrophenol and 14.8 g (0.105 mole) of chlorosulfonyl isocyanate in 100 ml of toluene gave 16.9 g (78%) of tan flakes, mp 118°-120° C.